From a dataset of the Open Reaction Database (ORD), a public repository of structured organic reaction records. describe an organic reaction: reactants, conditions, products, and yield As a reaction SMILES: [C:1]([NH:4][C:5]1[C:14](=[O:15])[C:13]2[N:12]=[C:11]([CH:16]=O)[CH:10]=[CH:9][C:8]=2[C:7](=[O:18])[CH:6]=1)(=[O:3])[CH3:2].CN(C[CH2:23][O:24][C:25](=[O:39])[C@H:26]([CH2:29][C:30]1[C:38]2[C:33](=[CH:34][CH:35]=[CH:36][CH:37]=2)[NH:32][CH:31]=1)[NH:27]C)C>C1(OC)C=CC=CC=1>[CH3:2][C:1]([NH:4][C:5]1[C:14](=[O:15])[C:13]2[N:12]=[C:11]([C:16]3[N:27]=[C:26]([C:25]([O:24][CH3:23])=[O:39])[CH:29]=[C:30]4[C:38]5[CH:37]=[CH:36][CH:35]=[CH:34][C:33]=5[NH:32][C:31]=34)[CH:10]=[CH:9][C:8]=2[C:7](=[O:18])[CH:6]=1)=[O:3]. Reaction conditions: temperature 100 celsius. The product is CC(=O)NC1=CC(=O)C=2C=CC(=NC2C1=O)C3=C4C(=CC(=N3)C(=O)OC)C=5C=CC=CC5N4 (7-N-ACETYLDEMETHYLLAVENDAMYCIN METHYL ESTER). The reactants are CN(C)CCOC([C@@H](NC)CC1=CNC2=CC=CC=C12)=O (methyltryptophan N,N-dimethylaminoethyl ester), N,N-DIMETHYLAMINOETHYL ESTER, Compound 19, C(C)(=O)NC1=CC(C=2C=CC(=NC2C1=O)C=O)=O (7-Acetamido-2-formylquinoline-5,8-dione). Reported procedure: 7-N-ACETYLLAVENDAMYCIN N,N-DIMETHYLAMINOETHYL ESTER (Compound 19, Table I): 7-Acetamido-2-formylquinoline-5,8-dione (23) (prepared as described in Example 23) (317 mg, 0.13 mmol) was dissolved in 16 ml of dry anisole and heated to 80° C. b -methyltryptophan N,N-dimethylaminoethyl ester (41) (prepared as described in Example 41) (37.5 mg, 0.13 mmol) was added with stirring, and the stirred mixture was heated at 100° C. for 5.5 hr. The reaction mixture was allowed to cool to room temperature and t... The solvent is C1(=CC=CC=C1)OC (anisole).